Dataset: the Open Reaction Database (ORD), a public repository of structured organic reaction records. Task: describe an organic reaction: reactants, conditions, products, and yield Product: Cl.Cl.C(C1=CC=CC=C1)N1CCN(CC1)CC1CC2=CC=C(C=C2CC1)O (2-(4-Benzylpiperazin-1-yl)methyl-6-hydroxytetralin Dihydrochloride). Reported procedure: 2-(4-Benzylpiperazin-1-yl)methyl-6-methoxytetralin dihydrochloride (0.849 g) was added to conc. hydrochloric acid (20 ml) and the reaction mixture was heated under reflux for 6 hr and cooled. The resulting precipitate was collected and washed with ethanol, methanol, and diethyl ether to obtain the titled compound (0.523 g). The reactants are Cl.Cl.C(C1=CC=CC=C1)N1CCN(CC1)CC1CC2=CC=C(C=C2CC1)OC (2-(4-Benzylpiperazin-1-yl)methyl-6-methoxytetralin dihydrochloride). The solvent is Cl (hydrochloric acid). Reaction SMILES: [ClH:1].Cl.[CH2:3]([N:10]1[CH2:15][CH2:14][N:13]([CH2:16][CH:17]2[CH2:26][CH2:25][C:24]3[C:19](=[CH:20][CH:21]=[C:22]([O:27]C)[CH:23]=3)[CH2:18]2)[CH2:12][CH2:11]1)[C:4]1[CH:9]=[CH:8][CH:7]=[CH:6][CH:5]=1>Cl>[ClH:1].[ClH:1].[CH2:3]([N:10]1[CH2:11][CH2:12][N:13]([CH2:16][CH:17]2[CH2:26][CH2:25][C:24]3[C:19](=[CH:20][CH:21]=[C:22]([OH:27])[CH:23]=3)[CH2:18]2)[CH2:14][CH2:15]1)[C:4]1[CH:5]=[CH:6][CH:7]=[CH:8][CH:9]=1 |f:0.1.2,4.5.6|. Isolated yield 127.4%. The reactants are C(C)(C)C1C(C2=CC=CC=C2C1)O (2-i-Propyl-1-indanol), O.C1(=CC=C(C=C1)S(=O)(=O)O)C (p-toluenesulfonic acid monohydrate). The solvent is C1=CC=CC=C1 (benzene). The product is C(C)(C)C=1CC2=CC=CC=C2C1 (2-i-Propylindene). As a reaction SMILES: [CH:1]([CH:4]1[CH2:12][C:11]2[C:6](=[CH:7][CH:8]=[CH:9][CH:10]=2)[CH:5]1O)([CH3:3])[CH3:2].O.C1(C)C=CC(S(O)(=O)=O)=CC=1>C1C=CC=CC=1>[CH:1]([C:4]1[CH2:12][C:11]2[C:6]([CH:5]=1)=[CH:7][CH:8]=[CH:9][CH:10]=2)([CH3:3])[CH3:2] |f:1.2|. Procedure details: 2-i-Propyl-1-indanol, non-purified, was dissolved in 300 ml of benzene to which was added 5 g of p-toluenesulfonic acid monohydrate and the resulting mixture was refluxed to allow dehydration reaction to occur. After the reaction was over, the reaction mixture was washed with saline, dried over magnesium sulfate, and concentrated in an evaporator. The reaction mixture was purified by column chromatography (silica gel, development solvent: n-hexane) to fractionate the target compound. The reactants are FC1=CC(=C(C=N1)NCCOC1OCCCC1)I (6-fluoro-4-iodo-N-(2-(tetrahydro-2H-pyran-2-yloxy)ethyl)pyridin-3-amine), C1(=CC=C(C=C1)S(=O)(=O)[O-])C.[NH+]1=CC=CC=C1 (pyridinium p-toluenesulfonate). Run in C(C)O (ethanol). Conditions: temperature 50 celsius. Yields the product FC1=CC(=C(C=N1)NCCO)I (2-(6-Fluoro-4-iodopyridin-3-ylamino)ethanol). The yield is 28.4%. RXN SMILES: [F:1][C:2]1[N:7]=[CH:6][C:5]([NH:8][CH2:9][CH2:10][O:11]C2CCCCO2)=[C:4]([I:18])[CH:3]=1.C1(C)C=CC(S([O-])(=O)=O)=CC=1.[NH+]1C=CC=CC=1>C(O)C>[F:1][C:2]1[N:7]=[CH:6][C:5]([NH:8][CH2:9][CH2:10][OH:11])=[C:4]([I:18])[CH:3]=1 |f:1.2|. Procedure details: Dissolve 6-fluoro-4-iodo-N-(2-(tetrahydro-2H-pyran-2-yloxy)ethyl)pyridin-3-amine (0.20 g, 0.55 mmol) in ethanol (5.5 mL). Add pyridinium p-toluenesulfonate (0.014 g, 0.055 mmol). Heat the reaction mixture at 50° C. overnight. Remove the solvent under reduced pressure. Purify by FCC (0.1% to 1% 2 M NH3 methanol solution/CH2Cl2) to give the title compound (44 mg, 28%) with 100% HPLC purity. MS (ES) m/z 283 [M+1]+. The reactants are NC=1SC(=NN1)N(CCC)CCC (2-amino-5-[di-(n-propyl)amino]-1,3,4-thiadiazole), C(#CC(=O)OCC)C(=O)OCC (diethyl acetylenedicarboxylate). Solvent: C(C)O (ethanol). Yields the product C(CC)N(C1=NN2C(=NC(C=C2C(=O)OCC)=O)S1)CCC (ethyl 2-[di-(n-propyl)amino]-7H-1,3,4-thiadiazolo-[3,2-a]-pyrimidin-7-one-5-carboxylate). Reaction SMILES: [NH2:1][C:2]1[S:3][C:4]([N:7]([CH2:11][CH2:12][CH3:13])[CH2:8][CH2:9][CH3:10])=[N:5][N:6]=1.[C:14]([C:21](OCC)=[O:22])#[C:15][C:16]([O:18][CH2:19][CH3:20])=[O:17]>C(O)C>[CH2:8]([N:7]([CH2:11][CH2:12][CH3:13])[C:4]1[S:3][C:2]2=[N:1][C:21](=[O:22])[CH:14]=[C:15]([C:16]([O:18][CH2:19][CH3:20])=[O:17])[N:6]2[N:5]=1)[CH2:9][CH3:10]. Reported procedure: The procedure used was as in Example 5. However, there were reacted 10 g of 2-amino-5-[di-(n-propyl)amino]-1,3,4-thiadiazole and 8.5 g of diethyl acetylenedicarboxylate in the presence of 200 ml of ethanol to give 10.2 g (63% of the theoretical yield) of ethyl 2-[di-(n-propyl)amino]-7H-1,3,4-thiadiazolo-[3,2-a]-pyrimidin-7-one-5-carboxylate, melting at 95°-97° C. Reactants: C(C)(C)(C)OC(N[C@@H](C)C1=CC(=CC=C1)O)=O ((S)-[1-(3-hydroxy-phenyl)-ethyl]-carbamic acid tert-butyl ester), BrC=1C=NC=NC1 (5-bromo-pyrimidine), C([O-])([O-])=O.[K+].[K+] (potassium carbonate), N1=CC=CC=C1 (pyridine). Reagents/catalysts: [Cu](I)I (copper iodide). Run in CCOC(=O)C (EtOAc), C(Cl)Cl (CH2Cl2). Run at temperature 115 celsius. The product is N1=CN=CC(=C1)OC=1C=C(C=CC1)[C@H](C)N ((S)-1-[3-(pyrimidin-5-yloxy)-phenyl]-ethylamine). The yield is 89.6%. RXN SMILES: C(OC(=O)[NH:7][C@H:8]([C:10]1[CH:15]=[CH:14][CH:13]=[C:12]([OH:16])[CH:11]=1)[CH3:9])(C)(C)C.Br[C:19]1[CH:20]=[N:21][CH:22]=[N:23][CH:24]=1.C(=O)([O-])[O-].[K+].[K+].N1C=CC=CC=1>[Cu](I)I.CCOC(C)=O.C(Cl)Cl>[N:21]1[CH:20]=[C:19]([O:16][C:12]2[CH:11]=[C:10]([C@@H:8]([NH2:7])[CH3:9])[CH:15]=[CH:14][CH:13]=2)[CH:24]=[N:23][CH:22]=1 |f:2.3.4|. Procedure details: A mixture of (S)-[1-(3-hydroxy-phenyl)-ethyl]-carbamic acid tert-butyl ester (1 g, 4.2 mmol), 5-bromo-pyrimidine (0.8 g, 5.1 mmol), potassium carbonate (powder, 1.4 g, 10.1 mmol), copper iodide (325 mesh powder, 0.6 g, 3.2 mmol) and pyridine (5 mL) was heated at 115° C. for 24 h. CH2Cl2 (100 mL) was added, the reaction mixture was filtered through celite, rinsed with CH2Cl2 (2×50 mL), and the filtrate was concentrated in vacuo. The residue was purified by flash column chromatography on silica ge... Starting materials: FC1=C(C=C(N)C=C1)C(F)(F)F (4-fluoro-3-trifluoromethylaniline), N1=CC=CC=C1 (pyridine), COC(CS(=O)(=O)Cl)=O (2-chlorosulfonylacetic acid methyl ester). The solvent is ClCCl (dichloromethane), ClCCl (dichloromethane). Run at temperature 0 celsius, time 8 hour. The product is COC(CS(NC1=CC(=C(C=C1)F)C(F)(F)F)(=O)=O)=O (2-[N-(4-Fluoro-3-trifluoromethylphenyl)sulfamoyl]acetic Acid Methyl Ester). As a reaction SMILES: [F:1][C:2]1[CH:8]=[CH:7][C:5]([NH2:6])=[CH:4][C:3]=1[C:9]([F:12])([F:11])[F:10].N1C=CC=CC=1.[CH3:19][O:20][C:21](=[O:27])[CH2:22][S:23](Cl)(=[O:25])=[O:24]>ClCCl>[CH3:19][O:20][C:21](=[O:27])[CH2:22][S:23](=[O:25])(=[O:24])[NH:6][C:5]1[CH:7]=[CH:8][C:2]([F:1])=[C:3]([C:9]([F:10])([F:11])[F:12])[CH:4]=1. Procedure: 13.02 g (72.70 mmol) of 4-fluoro-3-trifluoromethylaniline and 6.79 ml (84.12 mmol) of pyridine are dissolved in 350 ml of dichloromethane. The mixture is cooled to 0° C. and then, under agitation and exclusion of moisture, 13.2 g (72.70 mmol) of 2-chlorosulfonylacetic acid methyl ester (95.3%), dissolved in 50 ml of dichloromethane, is added dropwise thereto. After agitation overnight, the mixture is washed with 2N hydrochloric acid and water. The dichloromethane solution is dried over sodium su... Starting materials: FC(C1=CC2=C(C=N1)CN(C2)C(C2=CC=CC=C2)(C2=CC=CC=C2)C2=CC=CC=C2)(F)F (6-Trifluoromethyl-2-trityl-2,3-dihydro-1H-pyrrolo[3,4-c]pyridine), FC(C(=O)O)(F)F (trifluoroacetic acid). Yields the product FC(C1=CC2=C(C=N1)CNC2)(F)F (6-Trifluoromethyl-2,3-dihydro-1H-pyrrolo[3,4-c]pyridine). Reaction SMILES: [F:1][C:2]([F:32])([F:31])[C:3]1[N:8]=[CH:7][C:6]2[CH2:9][N:10](C(C3C=CC=CC=3)(C3C=CC=CC=3)C3C=CC=CC=3)[CH2:11][C:5]=2[CH:4]=1.FC(F)(F)C(O)=O>>[F:32][C:2]([F:1])([F:31])[C:3]1[N:8]=[CH:7][C:6]2[CH2:9][NH:10][CH2:11][C:5]=2[CH:4]=1. Procedure details: Prepared in analogy to Example A2(c) from 6-Trifluoromethyl-2-trityl-2,3-dihydro-1H-pyrrolo[3,4-c]pyridine and trifluoroacetic acid. Off white solid. Starting materials: CO, CC1CCCCC1=O, N, O. The product is CC(=O)CCCCC#N. As a reaction SMILES: [CH3:11][OH:12].[CH3:3][CH:4]1[C:5](=[O:10])[CH2:6][CH2:7][CH2:8][CH2:9]1.[NH3:1].[O:2]>>[N:1]#[C:4][CH2:9][CH2:8][CH2:7][CH2:6][C:5](=[O:10])[CH3:11]. Starting materials: COC(=O)C(CC(C)C)Nc1nonc1-c1ccc(N2CCN(C(=O)OC(C)(C)C)CC2)cc1, CO, Cl, [Li+], [OH-]. Yields the product CC(C)CC(Nc1nonc1-c1ccc(N2CCN(C(=O)OC(C)(C)C)CC2)cc1)C(=O)O. RXN SMILES: [C:1]([CH3:2])([CH3:3])([CH3:4])[O:5][C:6](=[O:7])[N:8]1[CH2:9][CH2:10][N:11]([c:14]2[cH:15][cH:16][c:17](-[c:20]3[c:21]([NH:25][CH:26]([CH2:27][CH:28]([CH3:29])[CH3:30])[C:31](=[O:32])[O:33][CH3:34])[n:22][o:23][n:24]3)[cH:18][cH:19]2)[CH2:12][CH2:13]1.[CH3:38][OH:39].[ClH:37].[Li+:36].[OH-:35]>>[C:1]([CH3:2])([CH3:3])([CH3:4])[O:5][C:6](=[O:7])[N:8]1[CH2:9][CH2:10][N:11]([c:14]2[cH:15][cH:16][c:17](-[c:20]3[c:21]([NH:25][CH:26]([CH2:27][CH:28]([CH3:29])[CH3:30])[C:31](=[O:32])[OH:33])[n:22][o:23][n:24]3)[cH:18][cH:19]2)[CH2:12][CH2:13]1.